Dataset: the Open Reaction Database (ORD), a public repository of structured organic reaction records. Task: describe an organic reaction: reactants, conditions, products, and yield Reactants: CC(C)(C)c1cccc(O)c1, O=C([O-])[O-], CN(C)C=O, Cc1cc(Cl)c(C(F)(F)F)cc1[N+](=O)[O-], [K+], [K+], O. Yields the product Cc1cc(Oc2cccc(C(C)(C)C)c2)c(C(F)(F)F)cc1[N+](=O)[O-]. As a reaction SMILES: [C:1]([CH3:2])([CH3:3])([CH3:4])[c:5]1[cH:6][c:7]([OH:11])[cH:8][cH:9][cH:10]1.[C:27](=[O:28])([O-:29])[O-:30].[CH3:34][N:35]([CH3:36])[CH:37]=[O:38].[Cl:12][c:13]1[cH:14][c:15]([CH3:26])[c:16]([N+:23](=[O:24])[O-:25])[cH:17][c:18]1[C:19]([F:20])([F:21])[F:22].[K+:31].[K+:32].[OH2:33]>>[C:1]([CH3:2])([CH3:3])([CH3:4])[c:5]1[cH:6][c:7]([O:11][c:13]2[cH:14][c:15]([CH3:26])[c:16]([N+:23](=[O:24])[O-:25])[cH:17][c:18]2[C:19]([F:20])([F:21])[F:22])[cH:8][cH:9][cH:10]1.